From a dataset of the Open Reaction Database (ORD), a public repository of structured organic reaction records. describe an organic reaction: reactants, conditions, products, and yield Yields the product O=C(OC12CCN(CC1)C2)N(Cc1ccccc1)c1ccccc1. As a reaction SMILES: [CH2:17]([c:18]1[cH:19][cH:20][cH:21][cH:22][cH:23]1)[N:24]([C:25](=[O:26])[Cl:27])[c:28]1[cH:29][cH:30][cH:31][cH:32][cH:33]1.[CH2:34]1[O:35][CH2:36][CH2:37][CH2:38]1.[CH3:10][CH:11]([N-:12][CH:13]([CH3:14])[CH3:15])[CH3:16].[Li+:9].[OH:1][C:2]12[CH2:3][CH2:4][N:5]([CH2:6][CH2:7]1)[CH2:8]2>>[O:1]([C:2]12[CH2:3][CH2:4][N:5]([CH2:6][CH2:7]1)[CH2:8]2)[C:25]([N:24]([CH2:17][c:18]1[cH:19][cH:20][cH:21][cH:22][cH:23]1)[c:28]1[cH:29][cH:30][cH:31][cH:32][cH:33]1)=[O:26]. Starting materials: O=C(Cl)N(Cc1ccccc1)c1ccccc1, C1CCOC1, CC(C)[N-]C(C)C, [Li+], OC12CCN(CC1)C2.